Dataset: the Open Reaction Database (ORD), a public repository of structured organic reaction records. Task: describe an organic reaction: reactants, conditions, products, and yield The reactants are ClC=1C=NC=C(C1SC1=C(C=C(S1)C(=O)O)[N+](=O)[O-])Cl (5-[(3,5-dichloro-4-pyridyl)sulfanyl]-4-nitro-thiophene-2-carboxylic acid), CN1CCN(CC1)CCN (2-(4-methylpiperazin-1-yl)ethanamine). The product is ClC=1C=NC=C(C1SC1=C(C=C(S1)C(=O)NCCN1CCN(CC1)C)[N+](=O)[O-])Cl (5-((3,5-dichloropyridin-4-yl)thio)-N-(2-(4-methylpiperazin-1-yl)ethyl)-4-nitrothiophene-2-carboxamide), solid. Yield: 29.0%. RXN SMILES: [Cl:1][C:2]1[CH:3]=[N:4][CH:5]=[C:6]([Cl:20])[C:7]=1[S:8][C:9]1[S:13][C:12]([C:14]([OH:16])=O)=[CH:11][C:10]=1[N+:17]([O-:19])=[O:18].[CH3:21][N:22]1[CH2:27][CH2:26][N:25]([CH2:28][CH2:29][NH2:30])[CH2:24][CH2:23]1>>[Cl:20][C:6]1[CH:5]=[N:4][CH:3]=[C:2]([Cl:1])[C:7]=1[S:8][C:9]1[S:13][C:12]([C:14]([NH:30][CH2:29][CH2:28][N:25]2[CH2:26][CH2:27][N:22]([CH3:21])[CH2:23][CH2:24]2)=[O:16])=[CH:11][C:10]=1[N+:17]([O-:19])=[O:18]. Procedure: Prepared according to the procedure described for example 44 from 5-[(3,5-dichloro-4-pyridyl)sulfanyl]-4-nitro-thiophene-2-carboxylic acid (35 mg, 0.1 mmol) and 2-(4-methylpiperazin-1-yl)ethanamine (16 mg, 0.12 mmol). The title compound was obtained as a solid (13.6 mg, 29% yield). MS m/z: 476.04, 478.04 [M+H]+.